Dataset: the Open Reaction Database (ORD), a public repository of structured organic reaction records. Task: describe an organic reaction: reactants, conditions, products, and yield The reactants are CN1C(=CC=C1)C(=O)Cl (N-methyl-2-pyrroloyl chloride), acid, C(#N)CC(=O)NC=1SC=CN1 (2-(cyanoacetylamino)thiazole), [H-].[Na+] (NaH), [H-] (hydride), Cl (HCl). Run in COCCOC (1,2-dimethoxyethane), O (water), CN(C=O)C (dimethylformamide), petroleum ether, COCCOC (1,2-dimethoxyethane). Reaction conditions: time 8 hour. The product is O=C(C(C#N)C(NC=1SC=CN1)=O)C=1N(C=CC1)C (β-oxo-α-(2-thiazolylcarbamoyl)-β-(1-methyl-2-pyrrolyl)propionitrile). RXN SMILES: [H-].[Na+].[C:3]([CH2:5][C:6]([NH:8][C:9]1[S:10][CH:11]=[CH:12][N:13]=1)=[O:7])#[N:4].[H-].[CH3:15][N:16]1[CH:20]=[CH:19][CH:18]=[C:17]1[C:21](Cl)=[O:22].Cl>COCCOC.O.CN(C)C=O>[O:22]=[C:21]([C:17]1[N:16]([CH3:15])[CH:20]=[CH:19][CH:18]=1)[CH:5]([C:6](=[O:7])[NH:8][C:9]1[S:10][CH:11]=[CH:12][N:13]=1)[C:3]#[N:4] |f:0.1|. Procedure details: To the suspension of 2.1 g of 50% NaH mineral oil (washed with petroleum ether) in 25 ml of 1,2-dimethoxyethane and 15 ml of dimethylformamide was added 6.7 g of 2-(cyanoacetylamino)thiazole. After the moderately exothermic, effervescent reaction of the hydride, there was added (swirling) a solution of N-methyl-2-pyrroloyl chloride (prepared from 2.5 g of the acid) in 20 ml of 1,2-dimethoxyethane. The dark suspension resulting from the exothermic reaction was let stand overnight. After treatment...